From a dataset of the Open Reaction Database (ORD), a public repository of structured organic reaction records. describe an organic reaction: reactants, conditions, products, and yield The reactants are ClC1=C(C(=C(CC2(CC2)C(=O)OC(C)(C)C)C=C1)F)NC([C@@H]([C@H](C(F)(F)F)C)C1=CC=C(C=C1)Cl)=O (tert-butyl 1-(4-chloro-3-{[(2S,3R)-2-(4-chlorophenyl)-4,4,4-trifluoro-3-methylbutanoyl]amino}-2-fluorobenzyl)cyclopropanecarboxylate), C(=O)(C(F)(F)F)O (TFA). The solvent is ClCCl (dichloromethane). Reaction conditions: time 1 hour. Product: ClC1=C(C(=C(CC2(CC2)C(=O)O)C=C1)F)NC([C@@H]([C@H](C(F)(F)F)C)C1=CC=C(C=C1)Cl)=O (1-(4-Chloro-3-{[(2S,3R)-2-(4-chlorophenyl)-4,4,4-trifluoro-3-methylbutanoyl]amino}-2-fluorobenzyl)cyclopropanecarboxylic acid). As a reaction SMILES: [Cl:1][C:2]1[CH:18]=[CH:17][C:5]([CH2:6][C:7]2([C:10]([O:12]C(C)(C)C)=[O:11])[CH2:9][CH2:8]2)=[C:4]([F:19])[C:3]=1[NH:20][C:21](=[O:36])[C@H:22]([C:29]1[CH:34]=[CH:33][C:32]([Cl:35])=[CH:31][CH:30]=1)[C@@H:23]([CH3:28])[C:24]([F:27])([F:26])[F:25].C(O)(C(F)(F)F)=O>ClCCl>[Cl:1][C:2]1[CH:18]=[CH:17][C:5]([CH2:6][C:7]2([C:10]([OH:12])=[O:11])[CH2:9][CH2:8]2)=[C:4]([F:19])[C:3]=1[NH:20][C:21](=[O:36])[C@H:22]([C:29]1[CH:30]=[CH:31][C:32]([Cl:35])=[CH:33][CH:34]=1)[C@@H:23]([CH3:28])[C:24]([F:27])([F:26])[F:25]. Procedure details: 22.0 mg (0.040 mmol) of tert-butyl 1-(4-chloro-3-{[(2S,3R)-2-(4-chlorophenyl)-4,4,4-trifluoro-3-methylbutanoyl]amino}-2-fluorobenzyl)cyclopropanecarboxylate were dissolved in 0.19 ml of dichloromethane, and 0.5 ml of TFA was added at RT. After 1 h at RT, the reaction mixture was concentrated under reduced pressure and the residue was dried under high vacuum overnight. This gave 17.8 mg (82.2% of theory) of the target compound. Starting materials: C1(=CC=CC=C1)P(C1=CC=CC=C1)C1=CC=CC=C1 (triphenylphosphine), OC1=CC=C(CC(C(=O)OC)CC)C=C1 (Methyl 2-(4-hydroxybenzyl)butanoate), CS(=O)(=O)C1=CC=C(C=C1)CCO (2-[4-(methylsulfonyl)phenyl]ethanol), C1CCN(CC1)C(=O)N=NC(=O)N2CCCCC2 (ADDP). The solvent is ClCCl (dichloromethane). Reaction conditions: time 16 hour. The product is C1(=CC=CC=C1)P(C1=CC=CC=C1)(C1=CC=CC=C1)=O (Triphenylphosphine oxide). As a reaction SMILES: [OH:1]C1C=CC(CC(CC)C(OC)=O)=CC=1.CS(C1C=CC(CCO)=CC=1)(=O)=O.C1CCN(C(N=NC(N2CCCCC2)=O)=O)CC1.[C:47]1([P:53]([C:60]2[CH:65]=[CH:64][CH:63]=[CH:62][CH:61]=2)[C:54]2[CH:59]=[CH:58][CH:57]=[CH:56][CH:55]=2)[CH:52]=[CH:51][CH:50]=[CH:49][CH:48]=1>ClCCl>[C:60]1([P:53](=[O:1])([C:47]2[CH:48]=[CH:49][CH:50]=[CH:51][CH:52]=2)[C:54]2[CH:59]=[CH:58][CH:57]=[CH:56][CH:55]=2)[CH:61]=[CH:62][CH:63]=[CH:64][CH:65]=1. Procedure details: Methyl 2-(4-hydroxybenzyl)butanoate (0.50 g; 2.5 mmole) and 2-[4-(methylsulfonyl)phenyl]ethanol (0.52 g, 2.5 mmole) were mixed in dichloromethane (10 ml). ADDP (0.76 g, 3.0 mmole) was added followed by addition of triphenylphosphine ((0.79 g, 3.0 mmole). The reaction was interrupted after 16 hours. Triphenylphosphine oxide formed in the reaction was filtered off and the filtrate was evaporated. Chromatography of the crude material from methanol and dichloromethane, gradient eluation from 0-32% g...